Dataset: the Open Reaction Database (ORD), a public repository of structured organic reaction records. Task: describe an organic reaction: reactants, conditions, products, and yield The reactants are C(=O)([O-])[O-].[K+].[K+] (K2CO3), C(C)(=O)O.N1CCC(CC1)[C@@H](C)O ((1R)-1-(4-piperidinyl)ethanol acetic acid salt), ClC(=O)OC(C)C (isopropyl chloroformate), C(=O)([O-])[O-].[K+].[K+] (K2CO3). Solvent: O (water), CO (MeOH), C(Cl)Cl (CH2Cl2), O (water), O (water). Reaction conditions: time 2 hour. Product: O[C@H](C)C1CCN(CC1)C(=O)OC(C)C (1-methylethyl 4-[(1R)-1-hydroxyethyl]-1-piperidinecarboxylate). The yield is 97.6%. RXN SMILES: C(O)(=O)C.[NH:5]1[CH2:10][CH2:9][CH:8]([C@H:11]([OH:13])[CH3:12])[CH2:7][CH2:6]1.C([O-])([O-])=O.[K+].[K+].Cl[C:21]([O:23][CH:24]([CH3:26])[CH3:25])=[O:22]>O.C(Cl)Cl.CO>[OH:13][C@@H:11]([CH:8]1[CH2:9][CH2:10][N:5]([C:21]([O:23][CH:24]([CH3:26])[CH3:25])=[O:22])[CH2:6][CH2:7]1)[CH3:12] |f:0.1,2.3.4|. Procedure details: A solution of (1R)-1-(4-piperidinyl)ethanol acetic acid salt (1 g, 5.28 mmol) in water (10 mL) was cooled to 0° C. in an ice bath. A solution of K2CO3 (3.65 g, 26.4 mmol) in water (8 mL) was added, followed by dropwise addition of isopropyl chloroformate (1M in toluene, 21.1 mL, 21.1 mmol). The reaction mixture was stirred from 0° C. to ambient temperature over 2 h, then at ambient temperature overnight, diluted with CH2Cl2 (100 mL), washed with 1N HCl, water and brine, dried over Na2SO4, filter... Starting materials: CC(C)([O-])C.[K+] (potassium tert-butoxide), CI (methyl iodide), C1(CCCCC1)C=O (cyclohexanecarboxaldehyde). The solvent is [Cl-].[Na+].O (brine), C(Cl)Cl (DCM). Run at time 30 minute. Yields the product CC1(CCCCC1)C=O (1-methylcyclohexanecarboxaldehyde). Yield: 83.6%. Reaction SMILES: [CH:1]1([CH:7]=[O:8])[CH2:6][CH2:5][CH2:4][CH2:3][CH2:2]1.[CH3:9]C(C)([O-])C.[K+].CI>C(Cl)Cl.[Cl-].[Na+].O>[CH3:9][C:1]1([CH:7]=[O:8])[CH2:6][CH2:5][CH2:4][CH2:3][CH2:2]1 |f:1.2,5.6.7|. Procedure: To a solution of cyclohexanecarboxaldehyde (10.8 mL, 89.15 mmol) in DCM (500 mL) cooled to 0° C. was added potassium tert-butoxide (13.0 g, 115.9 mmol) and methyl iodide (16.65 mL, 267.5 mmol). After 30 min at this temperature, the mixture was warmed to RT and stirring was continued for an additional 5 h. The reaction was then poured into brine and extracted with DCM. The organic layer was dried over MgSO4 and the solvent was then removed carefully in vacuo to yield 9.4 g (83%) of crude 1-methyl... Starting materials: CS(=O)c1nccc(-c2cnc3c(C(C)(C)O)cccn23)n1, CN1CCCC1=O, CS(=O)(=O)NC1CCC(N)CC1, O. Product: CC(C)(O)c1cccn2c(-c3ccnc(NC4CCC(NS(C)(=O)=O)CC4)n3)cnc12. RXN SMILES: [CH3:1][S:2](=[O:3])[c:4]1[n:5][cH:6][cH:7][c:8](-[c:10]2[cH:11][n:12][c:13]3[n:14]2[cH:15][cH:16][cH:17][c:18]3[C:19]([CH3:20])([CH3:21])[OH:22])[n:9]1.[CH3:35][N:36]1[CH2:37][CH2:38][CH2:39][C:40]1=[O:41].[NH2:23][CH:24]1[CH2:25][CH2:26][CH:27]([NH:30][S:31](=[O:32])(=[O:33])[CH3:34])[CH2:28][CH2:29]1.[OH2:42]>>[c:4]1([NH:23][CH:24]2[CH2:25][CH2:26][CH:27]([NH:30][S:31](=[O:32])(=[O:33])[CH3:34])[CH2:28][CH2:29]2)[n:5][cH:6][cH:7][c:8](-[c:10]2[cH:11][n:12][c:13]3[n:14]2[cH:15][cH:16][cH:17][c:18]3[C:19]([CH3:20])([CH3:21])[OH:22])[n:9]1. The reactants are C(C=C)N([S@@](=O)C(C)(C)C)C(C=C)C1=C(C=CC(=C1)[N+](=O)[O-])SC1CC1 ((S)—N-Allyl-N-(1-(2-(cyclopropylthio)-5-nitrophenyl)allyl)-2-methylpropane-2-sulfinamide). The reagents and catalysts are Cl[Ru](Cl)([P](C1CCCCC1)(C2CCCCC2)C3CCCCC3)([P](C4CCCCC4)(C5CCCCC5)C6CCCCC6)=CC7=CC=CC=C7 (Grubb's catalyst). Run in C(Cl)Cl (CH2Cl2). Conditions: temperature 72 celsius. Product: C(C)(C)(C)[S@](=O)N1[C@H](C=CC1)C1=C(C=CC(=C1)[N+](=O)[O-])SC1CC1 ((R)-1-((S)-tert-Butylsulfinyl)-2-(2-(cyclopropylthio)-5-nitrophenyl)-2,5-dihydro-1H-pyrrole), product. Yield: 82.0%. RXN SMILES: [CH2:1]([N:4]([CH:11]([C:14]1[CH:19]=[C:18]([N+:20]([O-:22])=[O:21])[CH:17]=[CH:16][C:15]=1[S:23][CH:24]1[CH2:26][CH2:25]1)C=C)[S@:5]([C:7]([CH3:10])([CH3:9])[CH3:8])=[O:6])[CH:2]=[CH2:3]>C(Cl)Cl.Cl[Ru](=CC1C=CC=CC=1)([P](C1CCCCC1)(C1CCCCC1)C1CCCCC1)([P](C1CCCCC1)(C1CCCCC1)C1CCCCC1)Cl>[C:7]([S@@:5]([N:4]1[CH2:1][CH:2]=[CH:3][C@@H:11]1[C:14]1[CH:19]=[C:18]([N+:20]([O-:22])=[O:21])[CH:17]=[CH:16][C:15]=1[S:23][CH:24]1[CH2:26][CH2:25]1)=[O:6])([CH3:8])([CH3:10])[CH3:9] |^1:38,57|. Procedure: A solution of 85C (2.2 g, 5.5 mmol) in CH2Cl2 (200 mL) was degassed by bubbling argon for 8 min. To this solution was added Grubb's catalyst (2nd generation, 380 mg, 0.45 mmol). The mixture was heated at 72° C. for 5.0 h. After removal of solvent, the crude was purified by silica gel column chromatography using gradient EtOAc in hexanes to give 85D as a major product (1.66 g, 82% yield): 1H NMR (400 MHz, CDCl3) δ ppm 0.71-0.80 (m, 2H) 1.15-1.19 (s, 9H) 1.19-1.25 (m, 2H) 2.14-2.22 (m, 1H) 3.78 (d... Starting materials: O1CCCC1 (tetrahydrofuran), C(C)(C)(C)C1=C(C=C(C=C1)CCC=O)NC(CC1C2=CC=CC=C2OC=2C=CC=CC12)=O (N-[2-t-butyl-5-(3-oxopropyl)phenyl]-2-(9H-xanthen-9-yl)acetamide), solution, C1(CCCCC1)C[Mg]Br (cyclohexylmethylmagnesium bromide), O1CCCC1 (tetrahydrofuran), [Cl-].[NH4+] (ammonium chloride). Solvent: C(C)OCC (Diethyl ether), C(C)OCC (diethyl ether). Run at temperature -78 celsius, time 40 minute. Product: C(C)(C)(C)C1=C(C=C(C=C1)CCC(CC1CCCCC1)O)NC(CC1C2=CC=CC=C2OC=2C=CC=CC12)=O (N-[2-t-Butyl-5-(4-cyclohexyl-3-hydroxybutyl)phenyl]-2-(9H-xanthen-9-yl)acetamide). RXN SMILES: [CH:1]1([CH2:7][Mg]Br)[CH2:6][CH2:5][CH2:4][CH2:3][CH2:2]1.O1CCCC1.[C:15]([C:19]1[CH:24]=[CH:23][C:22]([CH2:25][CH2:26][CH:27]=[O:28])=[CH:21][C:20]=1[NH:29][C:30](=[O:46])[CH2:31][CH:32]1[C:45]2[CH:44]=[CH:43][CH:42]=[CH:41][C:40]=2[O:39][C:38]2[C:33]1=[CH:34][CH:35]=[CH:36][CH:37]=2)([CH3:18])([CH3:17])[CH3:16].[Cl-].[NH4+]>C(OCC)C>[C:15]([C:19]1[CH:24]=[CH:23][C:22]([CH2:25][CH2:26][CH:27]([OH:28])[CH2:7][CH:1]2[CH2:6][CH2:5][CH2:4][CH2:3][CH2:2]2)=[CH:21][C:20]=1[NH:29][C:30](=[O:46])[CH2:31][CH:32]1[C:45]2[CH:44]=[CH:43][CH:42]=[CH:41][C:40]=2[O:39][C:38]2[C:33]1=[CH:34][CH:35]=[CH:36][CH:37]=2)([CH3:18])([CH3:16])[CH3:17] |f:3.4|. Reported procedure: 0.18 ml of a 1M solution of cyclohexylmethylmagnesium bromide in diethyl ether was added to 2 ml of tetrahydrofuran, and the mixture was cooled to -78° C. 2 ml of a tetrahydrofuran solution containing 50 mg (0.12 mmol) of N-[2-t-butyl-5-(3-oxopropyl)phenyl]-2-(9H-xanthen-9-yl)acetamide (prepared as described in Preparation 19) was then added dropwise to this solution, over a period of 5 minutes. The mixture was then stirred for 40 minutes at this temperature, after which the temperature was allo... Starting materials: C(C1=CC=CC=C1)N1C[C@H]2[C@@H](C1)[C@@H](CC2)N ((3aS,4R,6aR)-2-benzyloctahydrocyclopenta[c]pyrrol-4-amine), CC(C(C(=O)O)C1=CC=CC=C1)(C)C (3,3-dimethyl-2-phenylbutanoic acid), C1(=CC=CC=C1)[C@@H](C(=O)O)CC ((S)-2-phenylbutanoic acid). Reported procedure: The title compound was prepared by substituting (3aR,4S,6aS)-2-benzyloctahydrocyclopenta[c]pyrrol-4-amine from Step A of Example 33 for (3aS,4R,6aR)-2-benzyloctahydrocyclopenta[c]pyrrol-4-amine and 3,3-dimethyl-2-phenylbutanoic acid for (S)-2-phenylbutanoic acid in Step F of the procedure used to prepare Example 16: 1H NMR (500 MHz, pyridine-d5) δ ppm 8.53 (dd, J=7.4, 10.9, 1H), 7.73 (dd, J=3.3, 5.3, 2H), 7.44 (d, J=7.0, 1H), 7.41-7.24 (m, 7H), 4.41-4.30 (m, 1H), 3.62 (d, J=13.1, 0.5H), 3.53 (d,... As a reaction SMILES: [CH2:1]([N:8]1[CH2:12][C@H:11]2[C@H:13]([NH2:16])[CH2:14][CH2:15][C@H:10]2[CH2:9]1)[C:2]1[CH:7]=[CH:6][CH:5]=[CH:4][CH:3]=1.[CH3:17][C:18]([CH3:30])([CH3:29])[CH:19]([C:23]1[CH:28]=[CH:27][CH:26]=[CH:25][CH:24]=1)[C:20](O)=[O:21].C1([C@H](CC)C(O)=O)C=CC=CC=1>>[CH2:1]([N:8]1[CH2:12][C@@H:11]2[C@@H:13]([NH:16][C:20](=[O:21])[CH:19]([C:23]3[CH:24]=[CH:25][CH:26]=[CH:27][CH:28]=3)[C:18]([CH3:30])([CH3:29])[CH3:17])[CH2:14][CH2:15][C@@H:10]2[CH2:9]1)[C:2]1[CH:3]=[CH:4][CH:5]=[CH:6][CH:7]=1. The product is C(C1=CC=CC=C1)N1C[C@@H]2[C@H](C1)[C@H](CC2)NC(C(C(C)(C)C)C2=CC=CC=C2)=O (N-[(3aR,4S,6aS)-2-benzyloctahydrocyclopenta[c]pyrrol-4-yl]-3,3-dimethyl-2-phenylbutanamide). The reactants are C(C)(C)(C)OC(N(C1=CC=NC=C1)CCOC1=CC(=CC(=C1)Cl)C(N(C1CCCC1)CC=C)=O)=O ({2-[3-(allyl-cyclopentyl-carbamoyl)-5-chloro-phenoxy]-ethyl}-pyridin-4-yl-carbamic acid tert-butyl ester), FC(C(=O)O)(F)F (trifluoroacetic acid). The solvent is ClCCl (dichloromethane). Conditions: time 2 hour. Yields the product FC(C(=O)O)(F)F.C(C=C)N(C(C1=CC(=CC(=C1)OCCNC1=CC=NC=C1)Cl)=O)C1CCCC1 (N-Allyl-3-chloro-N-cyclopentyl-5-[2-(pyridin-4-ylamino)-ethoxy]-benzamide trifluoroacetate salt). RXN SMILES: C(OC(=O)[N:7]([CH2:14][CH2:15][O:16][C:17]1[CH:22]=[C:21]([Cl:23])[CH:20]=[C:19]([C:24](=[O:34])[N:25]([CH2:31][CH:32]=[CH2:33])[CH:26]2[CH2:30][CH2:29][CH2:28][CH2:27]2)[CH:18]=1)[C:8]1[CH:13]=[CH:12][N:11]=[CH:10][CH:9]=1)(C)(C)C.[F:36][C:37]([F:42])([F:41])[C:38]([OH:40])=[O:39]>ClCCl>[F:36][C:37]([F:42])([F:41])[C:38]([OH:40])=[O:39].[CH2:31]([N:25]([CH:26]1[CH2:30][CH2:29][CH2:28][CH2:27]1)[C:24](=[O:34])[C:19]1[CH:18]=[C:17]([O:16][CH2:15][CH2:14][NH:7][C:8]2[CH:13]=[CH:12][N:11]=[CH:10][CH:9]=2)[CH:22]=[C:21]([Cl:23])[CH:20]=1)[CH:32]=[CH2:33] |f:3.4|. Reported procedure: A solution of {2-[3-(allyl-cyclopentyl-carbamoyl)-5-chloro-phenoxy]-ethyl}-pyridin-4-yl-carbamic acid tert-butyl ester (0.030 g) in a mixture of dichloromethane (1 ml) and trifluoroacetic acid (1 ml) was stored at room temperature for 2 h and then concentrated under reduced pressure The residue was subjected to preparative hplc and the title compound (0.026 g) was obtained as a colourless gum by concentration of the required fraction under reduced pressure and drying by repetitive addition of ac... Starting materials: C(CCCCCCC)C1=CC=C(C(=O)O)C=C1 (p-n-octylbenzoic acid), S(=O)(Cl)Cl (thionyl chloride). Product: C(CCCCCCC)C1=CC=C(C(=O)Cl)C=C1 (p-n-octylbenzoic acid chloride). RXN SMILES: [CH2:1]([C:9]1[CH:17]=[CH:16][C:12]([C:13](O)=[O:14])=[CH:11][CH:10]=1)[CH2:2][CH2:3][CH2:4][CH2:5][CH2:6][CH2:7][CH3:8].S(Cl)([Cl:20])=O>>[CH2:1]([C:9]1[CH:17]=[CH:16][C:12]([C:13]([Cl:20])=[O:14])=[CH:11][CH:10]=1)[CH2:2][CH2:3][CH2:4][CH2:5][CH2:6][CH2:7][CH3:8]. Procedure details: 20 g. of p-n-octylbenzoic acid and 100 ml. of thionyl chloride are boiled at reflux for 1 hour. The excess thionyl chloride is removed by distillation at normal pressure. The residue is mixed with absolute toluene and concentrated under vacuum. The obtained crude p-n-octylbenzoic acid chloride can be used without further purification. The reactants are NC=1SC=C(N1)C1=C(C=C(C#N)C=C1C)C (4-(2-Aminothiazol-4-yl)-3,5-dimethylbenzonitrile), Cl.C(C1=CC=NC=C1)(=O)Cl (isonicotinoyl chloride hydrochloride). The reagents and catalysts are CN(C)C=1C=CN=CC1 (DMAP). Solvent: C(Cl)Cl (DCM). Run at time 1 hour. The product is C(#N)C1=CC(=C(C(=C1)C)C=1N=C(SC1)NC(C1=CC=NC=C1)=O)C (N-(4-(4-Cyano-2,6-dimethylphenyl)thiazol-2-yl)isonicotinamide). RXN SMILES: [NH2:1][C:2]1[S:3][CH:4]=[C:5]([C:7]2[C:14]([CH3:15])=[CH:13][C:10]([C:11]#[N:12])=[CH:9][C:8]=2[CH3:16])[N:6]=1.Cl.[C:18](Cl)(=[O:25])[C:19]1[CH:24]=[CH:23][N:22]=[CH:21][CH:20]=1>C(Cl)Cl.CN(C1C=CN=CC=1)C>[C:11]([C:10]1[CH:9]=[C:8]([CH3:16])[C:7]([C:5]2[N:6]=[C:2]([NH:1][C:18](=[O:25])[C:19]3[CH:24]=[CH:23][N:22]=[CH:21][CH:20]=3)[S:3][CH:4]=2)=[C:14]([CH3:15])[CH:13]=1)#[N:12] |f:1.2|. Procedure: To a solution of 4-(2-Aminothiazol-4-yl)-3,5-dimethylbenzonitrile (84 mg, 0.37 mmol) in DCM (2 mL) was added DMAP (84 mg, 0.74 mmol) followed by isonicotinoyl chloride hydrochloride (85 mg, 0.48 mmol). Then the mixture was stirred at room temperature for one hour. The reaction mixture was concentrated, and the saturated aqueous sodium bicarbonate (30 mL) was added. The aqueous solution was extracted with DCM (3×10 mL). The combined organic layers were dried with anhydrous sodium sulfate. After r... Reactants: C(C)OCC (diethyl ether), O1C(CCCC1)ONC(=O)[C@@H](C\C=C\C1=CC=CC=C1)[C@H](C(=O)NN(CC(C)C)C([C@@H](C)OC(C)=O)=O)CC(C)C ((E)-2(R)-[1(S)-[(tetrahydro-2(RS)-pyranyloxy)carbamoyl]-4-phenyl-3-butenyl]-2′-(2(R)-acetoxypropionyl)-2′-isobutyl-4-methylvalerohydrazide), C([O-])([O-])=O.[K+].[K+] (potassium carbonate). The solvent is CO (methanol), O (water), O (water). Reaction conditions: time 2 hour. The product is O1C(CCCC1)ONC(=O)[C@@H](C\C=C\C1=CC=CC=C1)[C@H](C(=O)NN(CC(C)C)C([C@@H](C)O)=O)CC(C)C ((E)-2(R)-[1(S)-[(tetrahydro-2(RS)-pyranyloxy)carbamoyl]-4-phenyl-3-butenyl]-2′-(2(R)-hydroxypropionyl)-2′-isobutyl-4-methylvalerohydrazide). The yield is 82.6%. As a reaction SMILES: [O:1]1[CH2:6][CH2:5][CH2:4][CH2:3][CH:2]1[O:7][NH:8][C:9]([C@H:11]([C@@H:21]([CH2:38][CH:39]([CH3:41])[CH3:40])[C:22]([NH:24][N:25]([C:30](=[O:37])[C@H:31]([O:33]C(=O)C)[CH3:32])[CH2:26][CH:27]([CH3:29])[CH3:28])=[O:23])[CH2:12]/[CH:13]=[CH:14]/[C:15]1[CH:20]=[CH:19][CH:18]=[CH:17][CH:16]=1)=[O:10].C(=O)([O-])[O-].[K+].[K+].C(OCC)C>CO.O>[O:1]1[CH2:6][CH2:5][CH2:4][CH2:3][CH:2]1[O:7][NH:8][C:9]([C@H:11]([C@@H:21]([CH2:38][CH:39]([CH3:41])[CH3:40])[C:22]([NH:24][N:25]([C:30](=[O:37])[C@H:31]([OH:33])[CH3:32])[CH2:26][CH:27]([CH3:29])[CH3:28])=[O:23])[CH2:12]/[CH:13]=[CH:14]/[C:15]1[CH:20]=[CH:19][CH:18]=[CH:17][CH:16]=1)=[O:10] |f:1.2.3|. Reported procedure: A solution of 2.77 g of (E)-2(R)-[1(S)-[(tetrahydro-2(RS)-pyranyloxy)carbamoyl]-4-phenyl-3-butenyl]-2′-(2(R)-acetoxypropionyl)-2′-isobutyl-4-methylvalerohydrazide in a mixture of 20 ml of methanol and 10 ml of water was treated with 1.35 g of potassium carbonate. The mixture was stirred at room temperature for 2 hours, diluted with water and extracted with ethyl acetate. The ethyl acetate phase was washed with water, dried over anhydrous magnesium sulphate and evaporated to give a foam. Triturat...